Dataset: the Open Reaction Database (ORD), a public repository of structured organic reaction records. Task: describe an organic reaction: reactants, conditions, products, and yield Starting materials: CC(=O)OCC1OC(n2cnc(C(=O)C=[N+]=[N-])c2N=CN(C)C)C(F)C1OC(C)=O, CCOCC, ClCCl, Cl. Yields the product CC(=O)OCC1OC(n2cnc(C(=O)CCl)c2N=CN(C)C)C(F)C1OC(C)=O. Reaction SMILES: [C:1]([CH3:2])(=[O:3])[O:4][CH:5]1[CH:6]([F:30])[CH:7]([n:15]2[cH:16][n:17][c:18]([C:25]([CH:26]=[N+:27]=[N-:28])=[O:29])[c:19]2[N:20]=[CH:21][N:22]([CH3:23])[CH3:24])[O:8][CH:9]1[CH2:10][O:11][C:12]([CH3:13])=[O:14].[CH2:35]([O:36][CH2:37][CH3:38])[CH3:39].[Cl:32][CH2:33][Cl:34].[ClH:31]>>[C:1]([CH3:2])(=[O:3])[O:4][CH:5]1[CH:6]([F:30])[CH:7]([n:15]2[cH:16][n:17][c:18]([C:25]([CH2:26][Cl:31])=[O:29])[c:19]2[N:20]=[CH:21][N:22]([CH3:23])[CH3:24])[O:8][CH:9]1[CH2:10][O:11][C:12]([CH3:13])=[O:14].